This data is from the Open Reaction Database (ORD), a public repository of structured organic reaction records. The task is: describe an organic reaction: reactants, conditions, products, and yield Starting materials: Cl.FC1=C(C=CC(=C1)S(=O)(=O)C)N1C(C=C(C=C1)OC1CCNCC1)=O (1-(2-fluoro-4-(methylsulfonyl)phenyl)-4-(piperidin-4-yloxy)pyridin-2(1H)-one hydrochloride), BrC=1C=NC(=NC1)Cl (5-bromo-2-chloropyrimidine), C([O-])([O-])=O.[Cs+].[Cs+] (cesium carbonate). Run at temperature 160 celsius. Procedure details: A mixture of 1-(2-fluoro-4-(methylsulfonyl)phenyl)-4-(piperidin-4-yloxy)pyridin-2(1H)-one hydrochloride (100 mg, 0.248 mmol, prepared according to the procedures described in Example 9), 5-bromo-2-chloropyrimidine (144 mg, 0.745 mmol) and cesium carbonate (324 mg, 0.993 mmol) in DMF (3 mL) was placed in a microwave and heated at 160° C. for 20 min. The reaction mixture was diluted with EtOAc (30 mL) and washed with water 3 times. The organic layer was dried over Na2SO4 and concentrated under red... Product: BrC=1C=NC(=NC1)N1CCC(CC1)OC1=CC(N(C=C1)C1=C(C=C(C=C1)S(=O)(=O)C)F)=O (4-(1-(5-bromopyrimidin-2-yl)piperidin-4-yloxy)-1-(2-fluoro-4-(methylsulfonyl)phenyl)pyridin-2(1H)-one). The solvent is CN(C)C=O (DMF), CCOC(=O)C (EtOAc). RXN SMILES: Cl.[F:2][C:3]1[CH:8]=[C:7]([S:9]([CH3:12])(=[O:11])=[O:10])[CH:6]=[CH:5][C:4]=1[N:13]1[CH:18]=[CH:17][C:16]([O:19][CH:20]2[CH2:25][CH2:24][NH:23][CH2:22][CH2:21]2)=[CH:15][C:14]1=[O:26].[Br:27][C:28]1[CH:29]=[N:30][C:31](Cl)=[N:32][CH:33]=1.C(=O)([O-])[O-].[Cs+].[Cs+]>CN(C=O)C.CCOC(C)=O>[Br:27][C:28]1[CH:29]=[N:30][C:31]([N:23]2[CH2:24][CH2:25][CH:20]([O:19][C:16]3[CH:17]=[CH:18][N:13]([C:4]4[CH:5]=[CH:6][C:7]([S:9]([CH3:12])(=[O:11])=[O:10])=[CH:8][C:3]=4[F:2])[C:14](=[O:26])[CH:15]=3)[CH2:21][CH2:22]2)=[N:32][CH:33]=1 |f:0.1,3.4.5|. Yield: 53.9%. Reactants: CO, CC(Cl)Cn1cc(-c2ccccc2)c2ccccc2c1=O, NCc1ccccc1. Yields the product CC(Cn1cc(-c2ccccc2)c2ccccc2c1=O)NCc1ccccc1. As a reaction SMILES: [CH3:30][OH:31].[Cl:1][CH:2]([CH2:3][n:4]1[c:5](=[O:20])[c:6]2[cH:7][cH:8][cH:9][cH:10][c:11]2[c:12](-[c:14]2[cH:15][cH:16][cH:17][cH:18][cH:19]2)[cH:13]1)[CH3:21].[NH2:22][CH2:23][c:24]1[cH:25][cH:26][cH:27][cH:28][cH:29]1>>[CH:2]([CH2:3][n:4]1[c:5](=[O:20])[c:6]2[cH:7][cH:8][cH:9][cH:10][c:11]2[c:12](-[c:14]2[cH:15][cH:16][cH:17][cH:18][cH:19]2)[cH:13]1)([CH3:21])[NH:22][CH2:23][c:24]1[cH:25][cH:26][cH:27][cH:28][cH:29]1. Starting materials: CC(=O)Cl, ClCCl, OC(c1ccc(F)cc1)(c1ccc(F)cc1)c1cccc(F)c1. Yields the product Fc1ccc(C(Cl)(c2ccc(F)cc2)c2cccc(F)c2)cc1. RXN SMILES: [CH3:24][C:25]([Cl:26])=[O:27].[Cl:28][CH2:29][Cl:30].[F:1][c:2]1[cH:3][cH:4][c:5]([C:8]([OH:9])([c:10]2[cH:11][c:12]([F:16])[cH:13][cH:14][cH:15]2)[c:17]2[cH:18][cH:19][c:20]([F:23])[cH:21][cH:22]2)[cH:6][cH:7]1>>[F:1][c:2]1[cH:3][cH:4][c:5]([C:8]([c:10]2[cH:11][c:12]([F:16])[cH:13][cH:14][cH:15]2)([c:17]2[cH:18][cH:19][c:20]([F:23])[cH:21][cH:22]2)[Cl:26])[cH:6][cH:7]1. The reactants are N1=CC=C(C=C1)C1=C2CC(NC2=CC=C1)=O (4-pyridin-4-yl-1,3-dihydroindol-2-one), CC1=C(NC(=C1C(=O)N1CCN(CC1)C)C)C=O (3,5-dimethyl-4-(4-methyl-piperazine-1-carbonyl)-1H-pyrrole-2-carbaldehyde), N1CCCCC1 (piperidine). Run in C(C)O (ethanol). Reaction conditions: temperature 60 celsius. The product is CC1=C(NC(=C1C(=O)N1CCN(CC1)C)C)C=C1C(NC2=CC=CC(=C12)C1=CC=NC=C1)=O (3-[3,5-Dimethyl-4-(4-methylpiperazine-1-carbonyl)-1H-pyrrol-2-ylmethylene]-4-pyridin-4-yl-1,3-dihydroindol-2-one). RXN SMILES: [N:1]1[CH:6]=[CH:5][C:4]([C:7]2[CH:15]=[CH:14][CH:13]=[C:12]3[C:8]=2[CH2:9][C:10](=[O:16])[NH:11]3)=[CH:3][CH:2]=1.[CH3:17][C:18]1[C:22]([C:23]([N:25]2[CH2:30][CH2:29][N:28]([CH3:31])[CH2:27][CH2:26]2)=[O:24])=[C:21]([CH3:32])[NH:20][C:19]=1[CH:33]=O.N1CCCCC1>C(O)C>[CH3:17][C:18]1[C:22]([C:23]([N:25]2[CH2:26][CH2:27][N:28]([CH3:31])[CH2:29][CH2:30]2)=[O:24])=[C:21]([CH3:32])[NH:20][C:19]=1[CH:33]=[C:9]1[C:8]2[C:12](=[CH:13][CH:14]=[CH:15][C:7]=2[C:4]2[CH:5]=[CH:6][N:1]=[CH:2][CH:3]=2)[NH:11][C:10]1=[O:16]. Procedure: A mixture of 4-pyridin-4-yl-1,3-dihydroindol-2-one (50 mg, 0.24 mmol), 3,5-dimethyl-4-(4-methyl-piperazine-1-carbonyl)-1H-pyrrole-2-carbaldehyde (59 mg, 0.24 mmol) and piperidine (0.1 mL) in ethanol (1 mL) was heated at 60° C. for 5 hours. The reaction was concentrated and the residue was column chromatographed to give the title compound. The reactants are hydrazide, KHCO3, BrC#N (BrCN), C(C)C(C(=O)OC)(CC)O (methyl 2-ethyl-2-hydroxybutanoate), O.NN (hydrazine hydrate). Solvent: O (water). Reaction conditions: temperature 130 celsius, time 90 minute. Product: NC1=NN=C(O1)C(CC)(CC)O (3-(5-Amino-1,3,4-oxadiazol-2-yl)pentan-3-ol). As a reaction SMILES: [CH2:1]([C:3]([OH:10])([CH2:8][CH3:9])[C:4](OC)=O)[CH3:2].[OH2:11].[NH2:12][NH2:13].Br[C:15]#[N:16]>O>[NH2:16][C:15]1[O:11][C:4]([C:3]([OH:10])([CH2:8][CH3:9])[CH2:1][CH3:2])=[N:13][N:12]=1 |f:1.2|. Reported procedure: A mixture of methyl 2-ethyl-2-hydroxybutanoate (19.7 g, 134.7 mol) and hydrazine hydrate (14 mL) was heated to 130° C. for 4 h. The mixture was cooled to rt and excess reagent removed under vacuum to yield of the hydrazide. To this hydrazide and KHCO3 (13.8 g, 138 mmol) in 150 mL of water was added portionwise BrCN (13.8 g, 131 mmol). After 90 min of stirring, the white solid was filtered, washed with ether and dried to yield the title compound. 1H NMR (400 MHz, acetone-d6): δ 6.20 (bs, 2H), 4.2... The reactants are O=C([O-])[O-], CCOC(=O)c1c(=O)[nH]n2ccsc12, [Cs+], [Cs+], CCI, CN(C)C=O. Product: CCOC(=O)c1c(OCC)nn2ccsc12. As a reaction SMILES: [C:15](=[O:16])([O-:17])[O-:18].[CH2:1]([CH3:2])[O:3][C:4](=[O:5])[c:6]1[c:7](=[O:14])[nH:8][n:9]2[c:10]1[s:11][cH:12][cH:13]2.[Cs+:19].[Cs+:20].[I:21][CH2:22][CH3:23].[O:24]=[CH:25][N:26]([CH3:27])[CH3:28]>>[CH2:1]([CH3:2])[O:3][C:4](=[O:5])[c:6]1[c:7]([O:14][CH2:22][CH3:23])[n:8][n:9]2[c:10]1[s:11][cH:12][cH:13]2. Product: CC(C)(CC=O)CC(=O)O. Starting materials: CO, CCOC(=O)CC(C)(C)CC=O, Cl, [K+], [OH-], O. As a reaction SMILES: [CH3:16][OH:17].[CH3:1][C:2]([CH2:3][C:4](=[O:5])[O:6][CH2:7][CH3:8])([CH2:9][CH:10]=[O:11])[CH3:12].[ClH:15].[K+:14].[OH-:13].[OH2:18]>>[CH3:1][C:2]([CH2:3][C:4](=[O:5])[OH:6])([CH2:9][CH:10]=[O:11])[CH3:12]. Reactants: BrC=1C=C2CCCC(C2=CC1)=O (6-bromo-1,2,3,4-tetrahydronaphthalen-1-one), [BH4-].[Na+] (NaBH4). Solvent: O (water), CCO (EtOH). Conditions: time 30 minute. Yields the product BrC=1C=C2CCCC(C2=CC1)O (6-bromo-1,2,3,4-tetrahydronaphthalen-1-ol). The yield is 94.0%. Reaction SMILES: [Br:1][C:2]1[CH:3]=[C:4]2[C:9](=[CH:10][CH:11]=1)[C:8](=[O:12])[CH2:7][CH2:6][CH2:5]2.[BH4-].[Na+]>CCO.O>[Br:1][C:2]1[CH:3]=[C:4]2[C:9](=[CH:10][CH:11]=1)[CH:8]([OH:12])[CH2:7][CH2:6][CH2:5]2 |f:1.2|. Reported procedure: To a solution of 6-bromo-1,2,3,4-tetrahydronaphthalen-1-one (2.0 g, 8.9 mmol) in EtOH (20 mL) was added NaBH4 (1.6 g, 42.7 mmol) at rt, and the reaction was stirred for 30 min. The reaction was diluted with water (10 mL) and extracted with EtOAc (3×50 mL). Organics were washed with brine (50 mL), dried (Na2SO4) and concentrated to give 1.9 g (94%) of the title compound as a brown oil. [M+H] calc'd for C10H11BrO2, 227, 229. found 227, 229.